This data is from the Open Reaction Database (ORD), a public repository of structured organic reaction records. The task is: describe an organic reaction: reactants, conditions, products, and yield The reactants are BrCC1=C(C(N=C(N1)C=1SC=CN1)C1=C(C=C(C=C1)F)Cl)C(=O)OCC (Ethyl 6-(bromomethyl)-4-(2-chloro-4-fluorophenyl)-2-(thiazol-2-yl)-1,4-dihydropyrimidine-5-carboxylate), Cl.N1C(COCC1)CCC(=O)O (3-(morpholin-3-yl)propanoic acid hydrochloride). Reported procedure: Ethyl 6-(bromomethyl)-4-(2-chloro-4-fluorophenyl)-2-(thiazol-2-yl)-1,4-dihydropyrimidine-5-carboxylate (0.92 g, 2 mmol) was reacted with 3-(morpholin-3-yl)propanoic acid hydrochloride (0.39 g, 2 mmol) according to the procedure as described in Example 1, Step C to give the title compound as a yellow solid (0.45 g, 42%). The compound was characterized by the following spectroscopic data: Yield: 41.9%. Yields the product ClC1=C(C=CC(=C1)F)C1C(=C(NC(=N1)C=1SC=CN1)CN1C(COCC1)CCC(=O)O)C(=O)OCC (3-(4-((6-(2-chloro-4-fluorophenyl)-5-(ethoxycarbonyl)-2-(thiazol-2-yl)-3,6-dihydropyrimidin-4-yl)methyl)morpholin-3-yl)propanoic acid). As a reaction SMILES: Br[CH2:2][C:3]1[NH:8][C:7]([C:9]2[S:10][CH:11]=[CH:12][N:13]=2)=[N:6][CH:5]([C:14]2[CH:19]=[CH:18][C:17]([F:20])=[CH:16][C:15]=2[Cl:21])[C:4]=1[C:22]([O:24][CH2:25][CH3:26])=[O:23].Cl.[NH:28]1[CH2:33][CH2:32][O:31][CH2:30][CH:29]1[CH2:34][CH2:35][C:36]([OH:38])=[O:37]>>[Cl:21][C:15]1[CH:16]=[C:17]([F:20])[CH:18]=[CH:19][C:14]=1[CH:5]1[N:6]=[C:7]([C:9]2[S:10][CH:11]=[CH:12][N:13]=2)[NH:8][C:3]([CH2:2][N:28]2[CH2:33][CH2:32][O:31][CH2:30][CH:29]2[CH2:34][CH2:35][C:36]([OH:38])=[O:37])=[C:4]1[C:22]([O:24][CH2:25][CH3:26])=[O:23] |f:1.2|. Reactants: CCOCC (Ether), N[C@H](C(=O)N(C)C)CC1=CC=CC=C1 ((S)-2-amino-N,N-dimethyl-3-phenyl-propionamide), [H-].[Al+3].[Li+].[H-].[H-].[H-] (lithium aluminum hydride), C1(=CC=CC=C1)C (toluene), [H-].[Al+3].[Li+].[H-].[H-].[H-] (lithium aluminum hydride). Solvent: O1CCCC1 (tetrahydrofuran), O1CCCC1 (tetrahydrofuran), C(C)(=O)OCC (Ethyl acetate). Conditions: time 30 minute. The product is CN(C[C@H](CC1=CC=CC=C1)N)C ((S)—N1,N1-dimethyl-3-phenyl-propane-1,2-diamine). Yield: 64.7%. RXN SMILES: [NH2:1][C@@H:2]([CH2:8][C:9]1[CH:14]=[CH:13][CH:12]=[CH:11][CH:10]=1)[C:3]([N:5]([CH3:7])[CH3:6])=O.[H-].[Al+3].[Li+].[H-].[H-].[H-].C1(C)C=CC=CC=1.CCOCC>O1CCCC1.C(OCC)(=O)C>[CH3:7][N:5]([CH3:6])[CH2:3][C@@H:2]([NH2:1])[CH2:8][C:9]1[CH:14]=[CH:13][CH:12]=[CH:11][CH:10]=1 |f:1.2.3.4.5.6|. Procedure details: To a solution of (S)-2-amino-N,N-dimethyl-3-phenyl-propionamide (1.0 g, 5.2 mmol) in tetrahydrofuran (10 mL) was added a solution of lithium aluminum hydride in tetrahydrofuran and toluene (3.5 M, 7.4 mL, 26 mmol) dropwise. The mixture was heated to reflux for 4 h after addition and then cooled. Ether (20 mL) was added. Ethyl acetate was added dropwise until all the lithium aluminum hydride was consumed. Sodium hydroxide (1M, 20 mL) was added and the mixture was stirred for 30 min. The mixture w... Starting materials: ClCCl, Cc1ccc(-c2cccc(C(=O)O)c2)cc1, CN(C)C=O, [Na+], [OH-], O=S(Cl)Cl, c1ccc(C(c2ccccc2)N2CCNCC2)cc1. Yields the product Cc1ccc(-c2cccc(C(=O)N3CCN(C(c4ccccc4)c4ccccc4)CC3)c2)cc1. As a reaction SMILES: [CH2:42]([Cl:43])[Cl:44].[CH3:1][c:2]1[cH:3][cH:4][c:5](-[c:8]2[cH:9][c:10]([C:14](=[O:15])[OH:16])[cH:11][cH:12][cH:13]2)[cH:6][cH:7]1.[CH3:45][N:46]([CH3:47])[CH:48]=[O:49].[Na+:41].[OH-:40].[S:17]([Cl:18])([Cl:19])=[O:20].[c:21]1([CH:27]([N:28]2[CH2:29][CH2:30][NH:31][CH2:32][CH2:33]2)[c:34]2[cH:35][cH:36][cH:37][cH:38][cH:39]2)[cH:22][cH:23][cH:24][cH:25][cH:26]1>>[CH3:1][c:2]1[cH:3][cH:4][c:5](-[c:8]2[cH:9][c:10]([C:14](=[O:16])[N:31]3[CH2:30][CH2:29][N:28]([CH:27]([c:21]4[cH:22][cH:23][cH:24][cH:25][cH:26]4)[c:34]4[cH:35][cH:36][cH:37][cH:38][cH:39]4)[CH2:33][CH2:32]3)[cH:11][cH:12][cH:13]2)[cH:6][cH:7]1. The reactants are CC(=O)O, CC(=O)OC(C)=O, NCc1ccc(OCCn2ccnc2)cc1. The product is CC(=O)NCc1ccc(OCCn2ccnc2)cc1. As a reaction SMILES: [CH3:17][C:18]([OH:19])=[O:20].[CH3:21][C:22]([O:23][C:24](=[O:25])[CH3:26])=[O:27].[NH2:1][CH2:2][c:3]1[cH:4][cH:5][c:6]([O:7][CH2:8][CH2:9][n:10]2[cH:11][n:12][cH:13][cH:14]2)[cH:15][cH:16]1>>[NH:1]([CH2:2][c:3]1[cH:4][cH:5][c:6]([O:7][CH2:8][CH2:9][n:10]2[cH:11][n:12][cH:13][cH:14]2)[cH:15][cH:16]1)[C:18]([CH3:17])=[O:19].